From a dataset of the Open Reaction Database (ORD), a public repository of structured organic reaction records. describe an organic reaction: reactants, conditions, products, and yield Starting materials: ClC=1C=C2C=CC(=CC2=CC1)S(=O)(=O)N[C@@H]1C(N(CC1)[C@H](C(=O)OC(C)(C)C)C)=O (tert-Butyl (2S)-2-((3S)-3-{[(6-chloro-2-naphthyl)sulfonyl]amino}-2-oxopyrrolidin-1-yl)propanoate), FC(C(=O)O)(F)F (trifluoroacetic acid). The solvent is C(Cl)Cl (DCM). Conditions: time 2.5 hour. The product is ClC=1C=C2C=CC(=CC2=CC1)S(=O)(=O)N[C@@H]1C(N(CC1)[C@H](C(=O)O)C)=O ((2S)-2-((3S)-3-{[(6-Chloro-2-naphthyl)sulfonyl]amino}-2-oxopyrrolidin-1-yl)propanoic acid). Yield: 99.4%. Reaction SMILES: [Cl:1][C:2]1[CH:3]=[C:4]2[C:9](=[CH:10][CH:11]=1)[CH:8]=[C:7]([S:12]([NH:15][C@H:16]1[CH2:20][CH2:19][N:18]([C@@H:21]([CH3:29])[C:22]([O:24]C(C)(C)C)=[O:23])[C:17]1=[O:30])(=[O:14])=[O:13])[CH:6]=[CH:5]2.FC(F)(F)C(O)=O>C(Cl)Cl>[Cl:1][C:2]1[CH:3]=[C:4]2[C:9](=[CH:10][CH:11]=1)[CH:8]=[C:7]([S:12]([NH:15][C@H:16]1[CH2:20][CH2:19][N:18]([C@@H:21]([CH3:29])[C:22]([OH:24])=[O:23])[C:17]1=[O:30])(=[O:14])=[O:13])[CH:6]=[CH:5]2. Reported procedure: tert-Butyl (2S)-2-((3S)-3-{[(6-chloro-2-naphthyl)sulfonyl]amino}-2-oxopyrrolidin-1-yl)propanoate (0.643 g) was dissolved in DCM (19 ml), and trifluoroacetic acid (19 ml) was added. The mixture was stirred at room temperature for 2.5 h and then concentrated under reduced pressure. Anhydrous DCM (4 ml) was added and the solution concentrated under reduced pressure. Repetitive addition of DCM and concentration under reduced pressure provided the title compound (0.56 g) as a white foam. Reactants: NC=1C=CC(=C(C1)C=1OC2=C(N1)C=C(C=C2)C2=CC=CC=C2)C(C)C (2-(5-amino-2-isopropylphenyl)-5-phenylbenzoxazole), C1=CC2=C(C=C1C(=O)O)C(=O)OC2=O (1,2,4-benzenetricarboxylic anhydride). Yields the product C(C)(C)OC1=C(C=C(C=C1)N1C(C2=CC=C(C=C2C1=O)C(=O)O)=O)C=1OC2=C(N1)C=C(C=C2)C2=CC=CC=C2 (2-[4-Isopropoxy-3-(5-phenylbenzoxazol-2-yl)phenyl]-1,3-dioxo-2,3-dihydro-1H-isoindole-5-carboxylic acid). RXN SMILES: [NH2:1][C:2]1[CH:3]=[CH:4][C:5](C(C)C)=[C:6]([C:8]2[O:9][C:10]3[CH:16]=[CH:15][C:14]([C:17]4[CH:22]=[CH:21][CH:20]=[CH:19][CH:18]=4)=[CH:13][C:11]=3[N:12]=2)[CH:7]=1.[CH:26]1[C:31]([C:32]([OH:34])=[O:33])=[CH:30][C:29]2[C:35]([O:37][C:38](=[O:39])[C:28]=2[CH:27]=1)=O>>[CH:10]([O:9][C:5]1[CH:4]=[CH:3][C:2]([N:1]2[C:35](=[O:37])[C:29]3[C:28](=[CH:27][CH:26]=[C:31]([C:32]([OH:34])=[O:33])[CH:30]=3)[C:38]2=[O:39])=[CH:7][C:6]=1[C:8]1[O:9][C:10]2[CH:16]=[CH:15][C:14]([C:17]3[CH:22]=[CH:21][CH:20]=[CH:19][CH:18]=3)=[CH:13][C:11]=2[N:12]=1)([CH3:16])[CH3:11]. Reported procedure: Prepared by the method of Example 1b), from 2-(5-amino-2-isopropylphenyl)-5-phenylbenzoxazole (188 mg, 0.55 mmol) and 1,2,4-benzenetricarboxylic anhydride (106 mg, 0.55 mmol) the title compound was obtained (102 mg, 36%). 1H NMR (DMSO) δ 8.42(dd, 1H), 8.32(s, 1H), 8.18(d, 1H), 8.09(m, 2H), 7.85(d, 1H), 7.71(m, 3H), 7.50(m, 3H), 7.39(t, 1H), 4.87(m, 1H), 1.41(d, 6H). MS 519 m/z (M+H)+. The reactants are BrCCCCCCCCCCCCBr (1,12-Dibromododecane), C1=NC=CC2=CC=CC=C12 (isoquinoline). Reaction conditions: temperature 65 celsius. The product is [Br-].[Br-].C(CCCCCCCCCCC[N+]1=CC2=CC=CC=C2C=C1)[N+]1=CC2=CC=CC=C2C=C1 (N,N′-Dodecane-1,12-diyl-bis-isoquinolinium Dibromide). RXN SMILES: [Br:1][CH2:2][CH2:3][CH2:4][CH2:5][CH2:6][CH2:7][CH2:8][CH2:9][CH2:10][CH2:11][CH2:12][CH2:13]Br.[CH:15]1[C:24]2[C:19](=[CH:20][CH:21]=[CH:22][CH:23]=2)[CH:18]=[CH:17][N:16]=1>>[Br-:1].[Br-:1].[CH2:2]([N+:16]1[CH:17]=[CH:18][C:19]2[C:24](=[CH:23][CH:22]=[CH:21][CH:20]=2)[CH:15]=1)[CH2:3][CH2:4][CH2:5][CH2:6][CH2:7][CH2:8][CH2:9][CH2:10][CH2:11][CH2:12][CH2:13][N+:16]1[CH:17]=[CH:18][C:19]2[C:24](=[CH:23][CH:22]=[CH:21][CH:20]=2)[CH:15]=1 |f:2.3.4|. Procedure details: 1,12-Dibromododecane (mmol) was added to a solution (30 mL) of isoquinoline, and the solution heated for 24 hours at 65° C. The resulting precipitate was filtered, and the product washed five times with dry diethyl ether. The resulting off-white solid was isolated. 1H NMR (300 MHz, DMSO-D6) δ 10.06 (1H, d, C1-H), 8.78 (1H, d, C3-H), 8.58 (1H, d, C8-H), 8.48 (1H, d, C4-H), 8.35 (1H, d, C7-H), 8.25 (1H, t, C5-H), 8.07 (1H, t, C6-H), 4.70 (2H, t, C′1-CH2), 2.0 (2H, m, C′2-CH2), 1.75 (1H, m, C′3-CH2... Starting materials: C(#N)C=C1CCN(CC1)C1=CC=C(C=C1)N1C(O[C@@H](C1)CN=[N+]=[N-])=O ((S)-{3-[4-(4-cyanomethylidene-piperidin-1-yl)-phenyl]-2-oxo-oxazolidin-5-ylmethyl}-azide), C(C#C)(=O)OCC (ethyl propiolate), C1(=CC=CC=C1)C (toluene). Yields the product C(#N)C=C1CCN(CC1)C1=CC=C(C=C1)N1C(O[C@@H](C1)CN1N=NC(=C1)CCC(=O)O)=O ((S)-1-{3-[4-(4-cyanomethylidene-piperidin-1-yl)-phenyl]-2-oxo-oxazolidin-5-ylmethyl}-4-carboxyethyl-1,2,3-triazole). Isolated yield 70.0%. Reaction SMILES: [C:1]([CH:3]=[C:4]1[CH2:9][CH2:8][N:7]([C:10]2[CH:15]=[CH:14][C:13]([N:16]3[CH2:20][C@@H:19]([CH2:21][N:22]=[N+:23]=[N-:24])[O:18][C:17]3=[O:25])=[CH:12][CH:11]=2)[CH2:6][CH2:5]1)#[N:2].[C:26]([O:30]CC)(=[O:29])[C:27]#[CH:28].[C:33]1(C)C=CC=C[CH:34]=1>>[C:1]([CH:3]=[C:4]1[CH2:5][CH2:6][N:7]([C:10]2[CH:15]=[CH:14][C:13]([N:16]3[CH2:20][C@@H:19]([CH2:21][N:22]4[CH:34]=[C:33]([CH2:28][CH2:27][C:26]([OH:30])=[O:29])[N:24]=[N:23]4)[O:18][C:17]3=[O:25])=[CH:12][CH:11]=2)[CH2:8][CH2:9]1)#[N:2]. Procedure details: The mixture of compound of Example 1 (2.05 mmol), ethyl propiolate (4.21 mmol), in toluene (10 ml) was heated under reflux for 4 hours. The solvent was removed under vacuum. The residue was triturated with the hexane and filtered to provide a isomeric mixture of two compounds. The column chromatographic purification on silica gel afforded the titled compound in 70% yield.